From a dataset of the Open Reaction Database (ORD), a public repository of structured organic reaction records. describe an organic reaction: reactants, conditions, products, and yield Reactants: C(C1=CC=CC=C1)OC(=O)C1=CC=C([O-])C=C1.[K+] (potassium 4-benzyloxycarbonylphenoxide), FC(C1=C(C(=C(C(=C1F)F)F)F)F)(F)F (octafluorotoluene), [K] (potassium). The solvent is CN(C=O)C (dimethylformamide), CN(C=O)C (dimethylformamide). Conditions: temperature 0 celsius, time 24 hour. Yields the product C(C1=CC=CC=C1)OC(=O)C1=CC=C(OC2=C(C(=C(C(=C2F)F)F)F)C(F)(F)F)C=C1 (2-(4-benzyloxycarbonylphenoxy)-1-trifluoromethyl-3,4,5,6-tetrafluorobenzene). Isolated yield 95.0%. Reaction SMILES: [F:1][C:2]([F:15])([F:14])[C:3]1[C:8](F)=[C:7]([F:10])[C:6]([F:11])=[C:5]([F:12])[C:4]=1[F:13].[CH2:16]([O:23][C:24]([C:26]1[CH:32]=[CH:31][C:29]([O-:30])=[CH:28][CH:27]=1)=[O:25])[C:17]1[CH:22]=[CH:21][CH:20]=[CH:19][CH:18]=1.[K+].[K]>CN(C)C=O>[CH2:16]([O:23][C:24]([C:26]1[CH:27]=[CH:28][C:29]([O:30][C:8]2[C:7]([F:10])=[C:6]([F:11])[C:5]([F:12])=[C:4]([F:13])[C:3]=2[C:2]([F:1])([F:15])[F:14])=[CH:31][CH:32]=1)=[O:25])[C:17]1[CH:18]=[CH:19][CH:20]=[CH:21][CH:22]=1 |f:1.2,^1:33|. Reported procedure: 35.4 g of octafluorotoluene (0.15 mol) are dissolved in 400 ml of dimethylformamide, the solution is cooled to 0° C. using a cryostat, and a solution of 40 g of potassium 4-benzyloxycarbonylphenoxide (0.15 mol) in 300 ml of dimethylformamide is then added drop wise over the course of 2 hours. After 24 hours at 0° C., the potassium salt has reacted. The dimethylformamide is then removed in a rotary evaporator, the residue is taken up in a little tetrahydrofuran, and the solution is filtered throu... Reactants: CCN(CC)Cc1sc(-c2nc(-c3ccc(CCO)cc3)no2)cc1C, C1CCOC1, CS(=O)(=O)Cl, CCN(C(C)C)C(C)C, ClCCl. Product: CCN(CC)Cc1sc(-c2nc(-c3ccc(CCOS(C)(=O)=O)cc3)no2)cc1C. As a reaction SMILES: [CH2:1]([CH3:2])[N:3]([CH2:4][CH3:5])[CH2:6][c:7]1[c:8]([CH3:26])[cH:9][c:10](-[c:12]2[n:13][c:14](-[c:17]3[cH:18][cH:19][c:20]([CH2:23][CH2:24][OH:25])[cH:21][cH:22]3)[n:15][o:16]2)[s:11]1.[CH2:41]1[O:42][CH2:43][CH2:44][CH2:45]1.[CH3:36][S:37]([Cl:38])(=[O:39])=[O:40].[CH:27]([N:28]([CH2:29][CH3:30])[CH:31]([CH3:32])[CH3:33])([CH3:34])[CH3:35].[Cl:46][CH2:47][Cl:48]>>[CH2:1]([CH3:2])[N:3]([CH2:4][CH3:5])[CH2:6][c:7]1[c:8]([CH3:26])[cH:9][c:10](-[c:12]2[n:13][c:14](-[c:17]3[cH:18][cH:19][c:20]([CH2:23][CH2:24][O:25][S:37]([CH3:36])(=[O:39])=[O:40])[cH:21][cH:22]3)[n:15][o:16]2)[s:11]1. The reactants are [Ba+2], OCCC1CCCCN1, O=[Cr](=O)=O, O=C=O, [OH-], [OH-], O, O=S(=O)(O)O. Yields the product O=C(O)CC1CCCCN1. Reaction SMILES: [Ba+2:20].[NH:10]1[CH:11]([CH2:16][CH2:17][OH:18])[CH2:12][CH2:13][CH2:14][CH2:15]1.[O:1]=[Cr:2](=[O:3])=[O:4].[O:22]=[C:23]=[O:24].[OH-:19].[OH-:21].[OH2:25].[S:5](=[O:6])(=[O:7])([OH:8])[OH:9]>>[NH:10]1[CH:11]([CH2:16][C:17](=[O:18])[OH:22])[CH2:12][CH2:13][CH2:14][CH2:15]1. Starting materials: C(C)(C)(C)OC(=O)NC1(CCN(CC1)C(=O)C=1C=NN2C1C=C(C=C2)N2[C@H](CCC2)C2=C(C=CC(=C2)F)F)C(=O)O ((R)-4-((tert-butoxycarbonyl)amino)-1-(5-(2-(2,5-difluorophenyl)pyrrolidin-1-yl)pyrazolo[1,5-a]pyridine-3-carbonyl)piperidine-4-carboxylic acid), Cl (HCl). The solvent is O1CCOCC1 (Dioxane). Run at temperature 27.5 celsius, time 3 hour. The product is Cl.NC1(CCN(CC1)C(=O)C=1C=NN2C1C=C(C=C2)N2[C@H](CCC2)C2=C(C=CC(=C2)F)F)C(=O)O ((R)-4-amino-1-(5-(2-(2,5-difluorophenyl)pyrrolidin-1-yl)pyrazolo[1,5-a]pyridine-3-carbonyl)piperidine-4-carboxylic acid hydrochloride). Reaction SMILES: C(OC([NH:8][C:9]1([C:39]([OH:41])=[O:40])[CH2:14][CH2:13][N:12]([C:15]([C:17]2[CH:18]=[N:19][N:20]3[CH:25]=[CH:24][C:23]([N:26]4[CH2:30][CH2:29][CH2:28][C@@H:27]4[C:31]4[CH:36]=[C:35]([F:37])[CH:34]=[CH:33][C:32]=4[F:38])=[CH:22][C:21]=23)=[O:16])[CH2:11][CH2:10]1)=O)(C)(C)C.[ClH:42]>O1CCOCC1>[ClH:42].[NH2:8][C:9]1([C:39]([OH:41])=[O:40])[CH2:14][CH2:13][N:12]([C:15]([C:17]2[CH:18]=[N:19][N:20]3[CH:25]=[CH:24][C:23]([N:26]4[CH2:30][CH2:29][CH2:28][C@@H:27]4[C:31]4[CH:36]=[C:35]([F:37])[CH:34]=[CH:33][C:32]=4[F:38])=[CH:22][C:21]=23)=[O:16])[CH2:11][CH2:10]1 |f:3.4|. Procedure: (R)-4-((tert-butoxycarbonyl)amino)-1-(5-(2-(2,5-difluorophenyl)pyrrolidin-1-yl)pyrazolo[1,5-a]pyridine-3-carbonyl)piperidine-4-carboxylic acid (100 mg, 0.17 mmol) added to 4N HCl in Dioxane (5 mL) was stirred at 20-35° C. for 3 h. The reaction mixture was concentrated under reduced pressure to afford crude. The crude obtained was washed with diethyl ether and dried to afford 58 mg of the title compound as a pale brown solid. Run in C(Cl)Cl (methylene chloride). Reactants: I[Si](C)(C)C (Iodotrimethylsilane), BrC1=C(OC(CCC2=CC=CC=C2)P(OCC)(OCC)=O)C(=CC(=C1)C1=C2C=CC=CC2=C(C2=C1C1=C(S2)C=CC=C1)Br)Br ({1-[2,6-dibromo-4-(6-bromo-benzo[b]naphtho[2,3-d]thiophen-11-yl)-phenoxy ]-3-phenyl-propyl}-phosphonic acid, diethyl ester). Reaction conditions: time 1 hour. Yields the product BrC1=C(OC(CCC2=CC=CC=C2)P(O)(O)=O)C(=CC(=C1)C1=C2C=CC=CC2=C(C2=C1C1=C(S2)C=CC=C1)Br)Br (1-[2,6-Dibromo-4-(6-bromo-benzo[b]naphtho[2,3-d]thiophen-11-yl)-phenoxy]-3-phenyl-propyl-phosphonic acid). Isolated yield 46.7%. Procedure: Iodotrimethylsilane (0.56 mL, 3.93 mmol) was added dropwise to a stirred, 0° C. solution of {1-[2,6-dibromo-4-(6-bromo-benzo[b]naphtho[2,3-d]thiophen-11-yl)-phenoxy ]-3-phenyl-propyl}-phosphonic acid, diethyl ester (1.07 g, 1.31 mmol) in methylene chloride (26 mL) under a dry nitrogen atmosphere over a period of 10 min. After 1 h at 0° C., the reaction mixture was quenched with 10% aq sodium bisulfite (1 mL), stirred at ambient temperature for 30 min. The mixture was partitioned in methylene chl... RXN SMILES: I[Si](C)(C)C.[Br:6][C:7]1[CH:30]=[C:29]([C:31]2[C:40]3[C:41]4[CH:47]=[CH:46][CH:45]=[CH:44][C:42]=4[S:43][C:39]=3[C:38]([Br:48])=[C:37]3[C:32]=2[CH:33]=[CH:34][CH:35]=[CH:36]3)[CH:28]=[C:27]([Br:49])[C:8]=1[O:9][CH:10]([P:19](=[O:26])([O:23]CC)[O:20]CC)[CH2:11][CH2:12][C:13]1[CH:18]=[CH:17][CH:16]=[CH:15][CH:14]=1>C(Cl)Cl>[Br:6][C:7]1[CH:30]=[C:29]([C:31]2[C:40]3[C:41]4[CH:47]=[CH:46][CH:45]=[CH:44][C:42]=4[S:43][C:39]=3[C:38]([Br:48])=[C:37]3[C:32]=2[CH:33]=[CH:34][CH:35]=[CH:36]3)[CH:28]=[C:27]([Br:49])[C:8]=1[O:9][CH:10]([P:19](=[O:20])([OH:26])[OH:23])[CH2:11][CH2:12][C:13]1[CH:14]=[CH:15][CH:16]=[CH:17][CH:18]=1. The reactants are O=C([O-])O, ClC(Cl)Cl, F, O=N[O-], COC(=O)c1nc(N)cnc1OC, [Na+], [Na+], c1ccncc1. Yields the product COC(=O)c1nc(F)cnc1OC. RXN SMILES: [C:22](=[O:23])([O-:24])[OH:25].[CH:18]([Cl:19])([Cl:20])[Cl:21].[FH:27].[N:14]([O-:15])=[O:16].[NH2:1][c:2]1[cH:3][n:4][c:5]([O:12][CH3:13])[c:6]([C:8](=[O:9])[O:10][CH3:11])[n:7]1.[Na+:17].[Na+:26].[cH:28]1[cH:29][cH:30][n:31][cH:32][cH:33]1>>[c:2]1([F:27])[cH:3][n:4][c:5]([O:12][CH3:13])[c:6]([C:8](=[O:9])[O:10][CH3:11])[n:7]1.